Dataset: the Open Reaction Database (ORD), a public repository of structured organic reaction records. Task: describe an organic reaction: reactants, conditions, products, and yield Starting materials: CC(=O)Nc1ccc(C=O)cc1, ONCc1ccccc1, Cl, [K+], [K+], O=C([O-])[O-]. Product: CC(=O)Nc1ccc(C=[N+]([O-])Cc2ccccc2)cc1. As a reaction SMILES: [C:1]([CH3:2])(=[O:3])[NH:4][c:5]1[cH:6][cH:7][c:8]([CH:9]=[O:10])[cH:11][cH:12]1.[CH2:13]([c:14]1[cH:15][cH:16][cH:17][cH:18][cH:19]1)[NH:20][OH:21].[ClH:22].[K+:23].[K+:24].[O-:25][C:26]([O-:27])=[O:28]>>[C:1]([CH3:2])(=[O:3])[NH:4][c:5]1[cH:6][cH:7][c:8]([CH:9]=[N+:20]([CH2:13][c:14]2[cH:15][cH:16][cH:17][cH:18][cH:19]2)[O-:21])[cH:11][cH:12]1. Starting materials: C[O-].[Na+] (sodium methoxide), CS (methylmercaptan), COC1=C(C(=O)OC)C=CC(=N1)Cl (methyl 2-methoxy-6-chloronicotinate). Run in CO (methanol). The product is COC1=C(C(=O)OC)C=CC(=N1)SC (methyl 2-methoxy-6-(methylthio)-nicotinate). As a reaction SMILES: C[O-].[Na+].[CH3:4][SH:5].[CH3:6][O:7][C:8]1[N:17]=[C:16](Cl)[CH:15]=[CH:14][C:9]=1[C:10]([O:12][CH3:13])=[O:11]>CO>[CH3:6][O:7][C:8]1[N:17]=[C:16]([S:5][CH3:4])[CH:15]=[CH:14][C:9]=1[C:10]([O:12][CH3:13])=[O:11] |f:0.1|. Procedure details: To 10 ml of a 1 N methanolic sodium methoxide solution are added dropwise 3 ml of a 3.5 N methanolic methylmercaptan solution. To the resultant methylmercaptide solution is added a solution of 2.01 g (0.01 mole) of methyl 2-methoxy-6-chloronicotinate (cf. Example 6 a)) in 30 ml of methanol. The reaction mixture is refluxed for 5 hours and the solvent is thereafter evaporated in vacuo. The residue is treated with 30 ml of saturated potassium carbonate solution and 150 ml of methylene chloride and... The reactants are suspension, [H-].[Na+] (sodium hydride), C(OCC)(OCC)=O (diethyl carbonate), ice water, C(C1=CC=CC=C1)OCCCCCC1=C[C@@H]2CC(C[C@@H]2C1)=O (3-(5-benzyloxypentyl)-7-oxo-cis-bicyclo[3,3,0]oct-2-ene), C(C)O (ethanol). The solvent is O1CCOCC1 (dioxane), C(C)(=O)O (acetic acid), O1CCOCC1 (dioxane). Conditions: temperature 90 celsius. Yields the product CC=CCCCCC (oct-2-ene), CCC=CCCCC (oct-3-ene). As a reaction SMILES: [H-].[Na+].C(=O)(OCC)OCC.C(O[CH2:19][CH2:20][CH2:21][CH2:22][CH2:23][C:24]1C[C@@H]2[C@@H:26](CC(=O)C2)[CH:25]=1)C1C=CC=CC=1.C(O)C>O1CCOCC1.C(O)(=O)C>[CH3:19][CH:20]=[CH:21][CH2:22][CH2:23][CH2:24][CH2:25][CH3:26].[CH3:19][CH2:20][CH:21]=[CH:22][CH2:23][CH2:24][CH2:25][CH3:26] |f:0.1|. Reported procedure: To 5 ml of dioxane and 200 mg of a suspension of 55% w/w sodium hydride in mineral oil was added 1 ml of diethyl carbonate, and the mixture was heated, with stirring, at an external temperature of 90° C. To the mixture was then added dropwise a solution of 150 ml of 3-(5-benzyloxypentyl)-7-oxo-cis-bicyclo[3,3,0]oct-2-ene (prepared as described in Preparation 5) in 3 ml of dioxane. During this addition, a catalytic amount of ethanol was also added. The mixture was stirred for 1 hour at 0° C., aft... Reaction SMILES: [C:15](=[O:16])([OH:17])[O-:18].[CH:1]1([c:4]2[cH:5][cH:6][c:7]([NH2:14])[c:8]3[cH:9][cH:10][cH:11][cH:12][c:13]23)[CH2:2][CH2:3]1.[Cl:20][C:21]([Cl:22])=[S:23].[Cl:24][CH2:25][Cl:26].[Na+:19]>>[CH:1]1([c:4]2[cH:5][cH:6][c:7]([N:14]=[C:21]=[S:23])[c:8]3[cH:9][cH:10][cH:11][cH:12][c:13]23)[CH2:2][CH2:3]1. Yields the product S=C=Nc1ccc(C2CC2)c2ccccc12. Starting materials: O=C([O-])O, Nc1ccc(C2CC2)c2ccccc12, S=C(Cl)Cl, ClCCl, [Na+].